The task is: describe an organic reaction: reactants, conditions, products, and yield. This data is from the Open Reaction Database (ORD), a public repository of structured organic reaction records. The reactants are BrC=1C=CC(=C(C#N)C1)N1C=NC(=C1)C (5-bromo-2-(4-methyl-imidazol-1-yl)-benzonitrile), ClC1=CC=C(CN2N=C(C=C2)N)C=C1 (1-(4-chloro-benzyl)-1H-pyrazol-3-yl amine). The product is ClC1=CC=C(CN2N=C(C=C2)NC=2C=CC(=C(C#N)C2)N2C=NC(=C2)C)C=C1 (5-[1-(4-Chloro-benzyl)-1H-pyrazol-3-ylamino]-2-(4-methyl-imidazol-1-yl)-benzonitrile), solid. Isolated yield 28.0%. Reaction SMILES: Br[C:2]1[CH:3]=[CH:4][C:5]([N:10]2[CH:14]=[C:13]([CH3:15])[N:12]=[CH:11]2)=[C:6]([CH:9]=1)[C:7]#[N:8].[Cl:16][C:17]1[CH:29]=[CH:28][C:20]([CH2:21][N:22]2[CH:26]=[CH:25][C:24]([NH2:27])=[N:23]2)=[CH:19][CH:18]=1>>[Cl:16][C:17]1[CH:29]=[CH:28][C:20]([CH2:21][N:22]2[CH:26]=[CH:25][C:24]([NH:27][C:2]3[CH:3]=[CH:4][C:5]([N:10]4[CH:14]=[C:13]([CH3:15])[N:12]=[CH:11]4)=[C:6]([CH:9]=3)[C:7]#[N:8])=[N:23]2)=[CH:19][CH:18]=1. Procedure details: Prepared in analogy to example 1b) starting with 5-bromo-2-(4-methyl-imidazol-1-yl)-benzonitrile and 1-(4-chloro-benzyl)-1H-pyrazol-3-yl amine. The title compound was obtained as a light yellow solid (Yield=28%). MS ISP (m/e): 389.2 (100) [(M+H)+].